This data is from the Open Reaction Database (ORD), a public repository of structured organic reaction records. The task is: describe an organic reaction: reactants, conditions, products, and yield The reactants are CC(C)(CCO)n1cc(-c2ncnc3c2ccn3COCC[Si](C)(C)C)cn1, O=C(O)C(F)(F)F. The product is CC(C)(CCO)n1cc(-c2ncnc3[nH]ccc23)cn1. RXN SMILES: [CH3:1][C:2]([CH2:3][CH2:4][OH:5])([CH3:6])[n:7]1[n:8][cH:9][c:10](-[c:12]2[c:13]3[c:14]([n:15][cH:16][n:17]2)[n:18]([CH2:21][O:22][CH2:23][CH2:24][Si:25]([CH3:26])([CH3:27])[CH3:28])[cH:19][cH:20]3)[cH:11]1.[F:29][C:30]([F:31])([F:32])[C:33]([OH:34])=[O:35]>>[CH3:1][C:2]([CH2:3][CH2:4][OH:5])([CH3:6])[n:7]1[n:8][cH:9][c:10](-[c:12]2[c:13]3[c:14]([n:15][cH:16][n:17]2)[nH:18][cH:19][cH:20]3)[cH:11]1. The reactants are C1(CCCCC1)N[C@H]1COC2=C(C1)C(=CC=C2F)OC ((R)-3-(N-cyclohexylamino)-8-fluoro-5-methoxy-3,4-dihydro-2H-1-benzopyran), C(CC)=O (propanal), [BH3-]C#N.[Na+] (NaCNBH3). Solvent: CO (methanol). Reaction conditions: time 8 hour. Product: C1(CCCCC1)N(CCC)[C@H]1COC2=C(C1)C(=CC=C2F)OC ((R)-3-(N-Cyclohexyl-N-n-propylamino)-8-fluoro-5-methoxy-3,4-dihydro-2H-1-benzopyran). The yield is 97.0%. Reaction SMILES: [CH:1]1([NH:7][C@@H:8]2[CH2:13][C:12]3[C:14]([O:19][CH3:20])=[CH:15][CH:16]=[C:17]([F:18])[C:11]=3[O:10][CH2:9]2)[CH2:6][CH2:5][CH2:4][CH2:3][CH2:2]1.[CH:21](=O)[CH2:22][CH3:23].[BH3-]C#N.[Na+]>CO>[CH:1]1([N:7]([C@@H:8]2[CH2:13][C:12]3[C:14]([O:19][CH3:20])=[CH:15][CH:16]=[C:17]([F:18])[C:11]=3[O:10][CH2:9]2)[CH2:21][CH2:22][CH3:23])[CH2:2][CH2:3][CH2:4][CH2:5][CH2:6]1 |f:2.3|. Reported procedure: To the solution of (R)-3-(N-cyclohexylamino)-8-fluoro-5-methoxy-3,4-dihydro-2H-1-benzopyran in methanol (25 mL) were propanal (1.3 g, 23 mmol) and NaCNBH3 (0.15 g, 2.3 mmol) added. The solution was stirred overnight to give the desired compound in a 97% yield according to GC. The solvent was removed in vacuo and the residue was worked up by extraction to give 0.7 g of the title compound as a colorless oil. GC/MS (70 eV) M=321 (40%). Starting materials: ClC=1N=NC(=CC1)OCC=1N(N=NC1C1=CC=C(C=C1)F)C (3-chloro-6-[5-(4-fluoro-phenyl)-3-methyl-3H-[1,2,3]triazol-4-ylmethoxy]-pyridazine), C(C)O (ethanol), C([O-])([O-])=O.[Na+].[Na+] (sodium carbonate). Reagents/catalysts: C1(=CC=CC=C1)P([C-]1C=CC=C1)C1=CC=CC=C1.[C-]1(C=CC=C1)P(C1=CC=CC=C1)C1=CC=CC=C1.[Fe+2] (1,1′-bis(diphenylphosphino) ferrocene), C(C)(=O)[O-].[Pd+2].C(C)(=O)[O-] (palladium(II) acetate). Run at temperature 50 celsius. The product is C(C)OC(=O)C=1N=NC(=CC1)OCC=1N(N=NC1C1=CC=C(C=C1)F)C (6-[5-(4-Fluoro-phenyl)-3-methyl-3H-[1,2,3]triazol-4-ylmethoxy]-pyridazine-3-carboxylic acid ethyl ester). Yield: 80.0%. As a reaction SMILES: Cl[C:2]1[N:3]=[N:4][C:5]([O:8][CH2:9][C:10]2[N:11]([CH3:22])[N:12]=[N:13][C:14]=2[C:15]2[CH:20]=[CH:19][C:18]([F:21])=[CH:17][CH:16]=2)=[CH:6][CH:7]=1.[C:23](=[O:26])([O-])[O-:24].[Na+].[Na+].[CH2:29](O)[CH3:30]>C1(P(C2C=CC=CC=2)[C-]2C=CC=C2)C=CC=CC=1.[C-]1(P(C2C=CC=CC=2)C2C=CC=CC=2)C=CC=C1.[Fe+2].C([O-])(=O)C.[Pd+2].C([O-])(=O)C>[CH2:29]([O:24][C:23]([C:2]1[N:3]=[N:4][C:5]([O:8][CH2:9][C:10]2[N:11]([CH3:22])[N:12]=[N:13][C:14]=2[C:15]2[CH:20]=[CH:19][C:18]([F:21])=[CH:17][CH:16]=2)=[CH:6][CH:7]=1)=[O:26])[CH3:30] |f:1.2.3,5.6.7,8.9.10|. Procedure details: To a suspension of 3-chloro-6-[5-(4-fluoro-phenyl)-3-methyl-3H-[1,2,3]triazol-4-ylmethoxy]-pyridazine (558 mg, 1.75 mmol) in ethanol (8 mL) was added sodium carbonate (185 mg, 1.745 mmol) followed by 1,1′-bis(diphenylphosphino) ferrocene (97 mg, 0.18 mmol) and palladium(II) acetate (40 mg, 0.18 mmol). The reaction flask was filled with Ar three times after a short evacuation. The fourth time the flask was flushed with CO-gas (balloon). The mixture was stirred under CO atmosphere at 50° C. over n... Reactants: O1NC=CC2=C1C=CC=C2 (benzoxazine), C(=O)(OCC1=CC=CC=C1)N1CCNCC1 (N-carbobenzoxypiperazine). The solvent is N1=CC=CC=C1 (pyridine). Run at temperature 70 celsius. The product is C(=O)(OCC1=CC=CC=C1)C=1NOC2=C(C1)C=CC=C2 (carbobenzoxy-benzoxazine). Yield: 58.1%. RXN SMILES: [O:1]1[C:6]2[CH:7]=[CH:8][CH:9]=[CH:10][C:5]=2[CH:4]=[CH:3][NH:2]1.[C:11](N1CCNCC1)([O:13][CH2:14][C:15]1[CH:20]=[CH:19][CH:18]=[CH:17][CH:16]=1)=[O:12]>N1C=CC=CC=1>[C:11]([C:3]1[NH:2][O:1][C:6]2[CH:7]=[CH:8][CH:9]=[CH:10][C:5]=2[CH:4]=1)([O:13][CH2:14][C:15]1[CH:20]=[CH:19][CH:18]=[CH:17][CH:16]=1)=[O:12]. Procedure: To a solution of 2.1 g of the benzoxazine (E) (R8 =CH3, R9 =C2H5, R10 =C6H5, X=F), in 30 ml pyridine is added 8 g of N-carbobenzoxypiperazine. The mixture is heated at 70° C. for 18 hours. The solvent is removed by evaporation under reduced pressure. The residue is washed with ether, water and ether. It is dried, yielding 2.45 g of the carbobenzoxy-benzoxazine (F) (R8 =CH3, R9 =C2H5, R10 =C6H5, Z=carbobenzoxy-piperazin-1-yl). Reactants: C1(=CC=CC=C1)NC(SCC)=NCCCCCCC (1-phenyl-3-n-heptyl-2-S-ethyl isothiourea), CC1=C(C=C(C=C1)N=C=O)N=C=O (toluene-2,4-diisocyanate), [N-]=C=O (isocyanate). Reagents/catalysts: NC(S)=N (isothiourea). Solvent: O1CCCC1 (tetrahydrofuran). Product: C1(=CC=CC=C1)NC(SCC)=NCCCCCCC.CC1=C(C=C(C=C1)N=C=O)N=C=O (1-phenyl-3-n-heptyl-2-S-ethyl isothiourea toluene-2,4-diisocyanate). Reaction SMILES: [C:1]1([NH:7][C:8](=[N:12][CH2:13][CH2:14][CH2:15][CH2:16][CH2:17][CH2:18][CH3:19])[S:9][CH2:10][CH3:11])[CH:6]=[CH:5][CH:4]=[CH:3][CH:2]=1.[CH3:20][C:21]1[CH:26]=[CH:25][C:24]([N:27]=[C:28]=[O:29])=[CH:23][C:22]=1[N:30]=[C:31]=[O:32].[N-]=C=O>O1CCCC1.NC(=N)S>[C:1]1([NH:7][C:8](=[N:12][CH2:13][CH2:14][CH2:15][CH2:16][CH2:17][CH2:18][CH3:19])[S:9][CH2:10][CH3:11])[CH:6]=[CH:5][CH:4]=[CH:3][CH:2]=1.[CH3:20][C:21]1[CH:26]=[CH:25][C:24]([N:27]=[C:28]=[O:29])=[CH:23][C:22]=1[N:30]=[C:31]=[O:32] |f:5.6|. Procedure: The equipment was the same as used in Example 26. 2.78 g (0.01 mole) 1-phenyl-3-n-heptyl-2-S-ethyl isothiourea in 35 ml of tetrahydrofuran were mixed with 0.87 g (0.005 mole) toluene-2,4-diisocyanate. The reaction mixture was then refluxed on a steam bath for 1 hour, then 15 drops of the isothiourea was added, and the reaction mixture was refluxed for an additional hour to react all the isocyanate. The reaction mixture was vacuum evaporated to produce 4.1 g of a viscous, yellow liquid having a n...